Dataset: the Open Reaction Database (ORD), a public repository of structured organic reaction records. Task: describe an organic reaction: reactants, conditions, products, and yield The reactants are CNCCO (2-(methylamino)ethanol), NC[C@H]1N(CCC1)CC ((S)-(−)-2-aminomethyl-1-ethylpyrrolidine), ( 3 ). Product: CN(CCO)CCNC (2-{methyl[2-(methylamino)ethyl]amino}ethanol). As a reaction SMILES: [CH3:1][NH:2][CH2:3][CH2:4][OH:5].N[CH2:7][C@@H:8]1CC[CH2:10][N:9]1CC>>[CH3:1][N:2]([CH2:7][CH2:8][NH:9][CH3:10])[CH2:3][CH2:4][OH:5]. Reported procedure: By using 2-(methylamino)ethanol (867.5 mg) as a starting material, the title compound (740 mg) was obtained in the same manners as those of Reference Example 1, (1) and Reference Example 19, (3). The reactants are C1CCOC1, CO, COC(=O)C12CCC(c3nc(-c4ccc5c(c4)OCO5)c(-c4cccc(C)n4)[nH]3)(CC1)CC2, [Li+], [OH-], O, O. Yields the product Cc1cccc(-c2[nH]c(C34CCC(C(=O)O)(CC3)CC4)nc2-c2ccc3c(c2)OCO3)n1. RXN SMILES: [CH2:37]1[O:38][CH2:39][CH2:40][CH2:41]1.[CH3:42][OH:43].[CH3:4][O:5][C:6](=[O:7])[C:8]12[CH2:9][CH2:10][C:11]([c:16]3[nH:17][c:18](-[c:30]4[n:31][c:32]([CH3:36])[cH:33][cH:34][cH:35]4)[c:19](-[c:21]4[cH:22][c:23]5[c:24]([cH:28][cH:29]4)[O:25][CH2:26][O:27]5)[n:20]3)([CH2:12][CH2:13]1)[CH2:14][CH2:15]2.[Li+:3].[OH-:2].[OH2:1].[OH2:44]>>[O:5]=[C:6]([OH:7])[C:8]12[CH2:9][CH2:10][C:11]([c:16]3[nH:17][c:18](-[c:30]4[n:31][c:32]([CH3:36])[cH:33][cH:34][cH:35]4)[c:19](-[c:21]4[cH:22][c:23]5[c:24]([cH:28][cH:29]4)[O:25][CH2:26][O:27]5)[n:20]3)([CH2:12][CH2:13]1)[CH2:14][CH2:15]2. Reactants: [Br-], CCCC[N+](CCCC)(CCCC)CCCC, ClC(Cl)Cl, C=C(C)CCOc1ccc([N+](=O)[O-])cc1Cl, [Na+], [OH-]. The product is CC1(CCOc2ccc([N+](=O)[O-])cc2Cl)CC1(Cl)Cl. Reaction SMILES: [Br-:23].[CH2:24]([N+:25]([CH2:26][CH2:27][CH2:28][CH3:29])([CH2:30][CH2:31][CH2:32][CH3:33])[CH2:34][CH2:35][CH2:36][CH3:37])[CH2:38][CH2:39][CH3:40].[CH:19]([Cl:20])([Cl:21])[Cl:22].[Cl:1][c:2]1[cH:3][c:4]([N+:14](=[O:15])[O-:16])[cH:5][cH:6][c:7]1[O:8][CH2:9][CH2:10][C:11](=[CH2:12])[CH3:13].[Na+:18].[OH-:17]>>[Cl:1][c:2]1[cH:3][c:4]([N+:14](=[O:15])[O-:16])[cH:5][cH:6][c:7]1[O:8][CH2:9][CH2:10][C:11]1([CH3:13])[CH2:12][C:19]1([Cl:20])[Cl:22]. The reactants are FC=1C=C(C=CC1F)N1N=CC(=C(C1=O)OCCCC)Cl (2-(3,4-Difluorophenyl)-4-(1-butoxy)-5-chloro-3(2H)-pyridazinone), CSC1=CC=C(C=C1)B(O)O (4-(methylthio)benzeneboronic acid), [O-]P(=O)([O-])[O-].[K+].[K+].[K+] (K3PO4), C1(=CC=CC=C1)P(C1=CC=CC=C1)C1=CC=CC=C1 (triphenylphosphine). Reagents/catalysts: C(C)(=O)[O-].[Pd+2].C(C)(=O)[O-] (palladium(II) acetate). Solvent: C(C)(C)O (isopropanol), O (water), C(C)(C)O (isopropanol). Run at temperature 70 celsius, time 15 hour. Product: FC=1C=C(C=CC1F)N1N=CC(=C(C1=O)OCCCC)C1=CC=C(C=C1)SC (2-(3,4-Difluorophenyl)-4-(1-butoxy)-5-[4-(methylthio)phenyl]-3(2H)-pyridazinone). Reaction SMILES: C1(P(C2C=CC=CC=2)C2C=CC=CC=2)C=CC=CC=1.[F:20][C:21]1[CH:22]=[C:23]([N:28]2[C:33](=[O:34])[C:32]([O:35][CH2:36][CH2:37][CH2:38][CH3:39])=[C:31](Cl)[CH:30]=[N:29]2)[CH:24]=[CH:25][C:26]=1[F:27].[CH3:41][S:42][C:43]1[CH:48]=[CH:47][C:46](B(O)O)=[CH:45][CH:44]=1.[O-]P([O-])([O-])=O.[K+].[K+].[K+]>O.C([O-])(=O)C.[Pd+2].C([O-])(=O)C.C(O)(C)C>[F:20][C:21]1[CH:22]=[C:23]([N:28]2[C:33](=[O:34])[C:32]([O:35][CH2:36][CH2:37][CH2:38][CH3:39])=[C:31]([C:46]3[CH:47]=[CH:48][C:43]([S:42][CH3:41])=[CH:44][CH:45]=3)[CH:30]=[N:29]2)[CH:24]=[CH:25][C:26]=1[F:27] |f:3.4.5.6,8.9.10|. Reported procedure: A slurry of palladium(II) acetate (9.0 mg, 0.04 mmol), triphenylphosphine (21.0 mg, 0.08 mmol) and isopropanol (1 mL) was stirred at room temperature for 10 minutes. To this mixture was added 2-(3,4-Difluorophenyl)-4-(1-butoxy)-5-chloro-3(2H)-pyridazinone (Example 536A, 0.63 g, 2 mmol), 4-(methylthio)benzeneboronic acid (0.403 mg, 2.4 mmol) and isopropanol (4 mL). A solution of K3PO4 (0.66 g, 3 mmol) in water (1 mL) was also added and the resulting reaction mixture was deoxygenated by bubbling n... Solvent: O (water). Reported procedure: Trifluoroacetic acid (3 mL) was added to 4-[2,2-bis(methyloxy)ethyl]-6-(methyloxy)pyrido[2,3-b]pyrazin-3(4H)-one (0.9 g, 3.4 mmol) in water (3 mL) at room temperature and stirred for 2 h. The reaction mixture was concentrated and the residue was purified by column chromatography (silica gel) using a 0-10% MeOH/DCM/1% NH4OH gradient to give the product as a mixture of aldehyde and hemiacetal (0.6 g, 80%). Product: COC=1C=CC2=C(N(C(C=N2)=O)CC=O)N1 ([6-(Methyloxy)-3-oxopyrido[2,3-b]pyrazin-4(3H)-yl]acetaldehyde). Reaction conditions: time 2 hour. The reactants are FC(C(=O)O)(F)F (Trifluoroacetic acid), COC(CN1C2=C(N=CC1=O)C=CC(=N2)OC)OC (4-[2,2-bis(methyloxy)ethyl]-6-(methyloxy)pyrido[2,3-b]pyrazin-3(4H)-one), aldehyde, hemiacetal. RXN SMILES: FC(F)(F)C(O)=O.C[O:9][CH:10](OC)[CH2:11][N:12]1[C:17](=[O:18])[CH:16]=[N:15][C:14]2[CH:19]=[CH:20][C:21]([O:23][CH3:24])=[N:22][C:13]1=2>O>[CH3:24][O:23][C:21]1[CH:20]=[CH:19][C:14]2[N:15]=[CH:16][C:17](=[O:18])[N:12]([CH2:11][CH:10]=[O:9])[C:13]=2[N:22]=1.